This data is from the Open Reaction Database (ORD), a public repository of structured organic reaction records. The task is: describe an organic reaction: reactants, conditions, products, and yield Reactants: CCN(C(C)C)C(C)C, NS(=O)(=O)c1cc(CCCl)ccc1O, OCc1nc(C2CCNCC2)oc1-c1ccc(F)cc1, [I-], [Na+], C1COCCO1. Yields the product NS(=O)(=O)c1cc(CCN2CCC(c3nc(CO)c(-c4ccc(F)cc4)o3)CC2)ccc1O. RXN SMILES: [CH:37]([N:38]([CH:39]([CH3:40])[CH3:41])[CH2:42][CH3:43])([CH3:44])[CH3:45].[Cl:21][CH2:22][CH2:23][c:24]1[cH:25][cH:26][c:27]([OH:34])[c:28]([S:30](=[O:31])(=[O:32])[NH2:33])[cH:29]1.[F:1][c:2]1[cH:3][cH:4][c:5](-[c:8]2[c:9]([CH2:19][OH:20])[n:10][c:11]([CH:13]3[CH2:14][CH2:15][NH:16][CH2:17][CH2:18]3)[o:12]2)[cH:6][cH:7]1.[I-:36].[Na+:35].[O:46]1[CH2:47][CH2:48][O:49][CH2:50][CH2:51]1>>[F:1][c:2]1[cH:3][cH:4][c:5](-[c:8]2[c:9]([CH2:19][OH:20])[n:10][c:11]([CH:13]3[CH2:14][CH2:15][N:16]([CH2:22][CH2:23][c:24]4[cH:25][cH:26][c:27]([OH:34])[c:28]([S:30](=[O:31])(=[O:32])[NH2:33])[cH:29]4)[CH2:17][CH2:18]3)[o:12]2)[cH:6][cH:7]1. Reactants: CCOC(=O)CC(=O)OCC, CCO, ClCCCCCCOC1CCCCO1, [Na]. The product is CCOC(=O)C(CCCCCCOC1CCCCO1)C(=O)OCC. RXN SMILES: [C:2]([CH2:3][C:4](=[O:5])[O:6][CH2:7][CH3:8])(=[O:9])[O:10][CH2:11][CH3:12].[CH3:27][CH2:28][OH:29].[Cl:13][CH2:14][CH2:15][CH2:16][CH2:17][CH2:18][CH2:19][O:20][CH:21]1[O:22][CH2:23][CH2:24][CH2:25][CH2:26]1.[Na:1]>>[C:2]([CH:3]([C:4](=[O:5])[O:6][CH2:7][CH3:8])[CH2:14][CH2:15][CH2:16][CH2:17][CH2:18][CH2:19][O:20][CH:21]1[O:22][CH2:23][CH2:24][CH2:25][CH2:26]1)(=[O:9])[O:10][CH2:11][CH3:12].